This data is from the Open Reaction Database (ORD), a public repository of structured organic reaction records. The task is: describe an organic reaction: reactants, conditions, products, and yield Run in C(C)(=O)O (acetic acid). As a reaction SMILES: [C:1]([O-:4])(=[O:3])[CH3:2].[NH4+:5].C([O-])=[O:7].[NH4+].[CH:10]([OH:12])=[O:11]>C(O)(=O)C>[C:1](=[O:3])([O-:7])[O-:4].[NH4+:5].[NH4+:5].[C:10]([OH:12])(=[O:11])[CH2:1][CH3:2] |f:0.1,2.3,6.7.8|. The reactants are ( XXI ), ammonium salt, ammonium lower alkanecarboxylate, C(C)(=O)[O-].[NH4+] (ammonium acetate), C(=O)[O-].[NH4+] (ammonium formate), C(=O)O (formic acid), ( XX ). Procedure: A compound of the formula (XX) reported by Harry H. Wasserman, Tetrahedron Letter, Vol. 33, No. 40, pp. 6003-6006, 1992 and the like is reacted with a compound of the formula (XXI) in the presence of an ammonium salt such as ammonium lower alkanecarboxylate (e.g., ammonium acetate, ammonium formate and the like) and an ammonium salt of inorganic acid (e.g., ammonium carbonate and the like), in an acidic solution of lower alkanecarboxylic acid such as formic acid, acetic acid, propionic acid and ... The product is C([O-])([O-])=O.[NH4+].[NH4+] (ammonium carbonate), C(CC)(=O)O (propionic acid), ( XIX ). Reactants: N1(CCCC1)[C@@H]1[C@@H](CCC1)N (cis-2-pyrrolidin-1-yl-cyclopentylamine), N1(CCCC1)[C@@H]1[C@@H](CCC1)N (cis-2-pyrrolidin-1-yl-cyclopentylamine), C1(CC1)C1=C(C(=O)O)C(=CC(=C1)C(F)(F)F)OC (2-cyclopropyl-6-methoxy-4-trifluoromethyl-benzoic acid). Yields the product C1(CC1)C1=C(C(=O)N[C@H]2[C@H](CCC2)N2CCCC2)C(=CC(=C1)C(F)(F)F)OC (2-Cyclopropyl-6-methoxy-N-((cis)-2-pyrrolidin-1-yl-cyclopentyl)-4 trifluoromethyl-benzamide). Reaction SMILES: [N:1]1([C@H:6]2[CH2:10][CH2:9][CH2:8][C@H:7]2[NH2:11])[CH2:5][CH2:4][CH2:3][CH2:2]1.[CH:12]1([C:15]2[CH:23]=[C:22]([C:24]([F:27])([F:26])[F:25])[CH:21]=[C:20]([O:28][CH3:29])[C:16]=2[C:17](O)=[O:18])[CH2:14][CH2:13]1>>[CH:12]1([C:15]2[CH:23]=[C:22]([C:24]([F:26])([F:27])[F:25])[CH:21]=[C:20]([O:28][CH3:29])[C:16]=2[C:17]([NH:11][C@@H:7]2[CH2:8][CH2:9][CH2:10][C@@H:6]2[N:1]2[CH2:2][CH2:3][CH2:4][CH2:5]2)=[O:18])[CH2:14][CH2:13]1. Procedure: The title compound, light yellow solid, MS: m/e=397.2 [(M+H)+], was prepared in accordance with the general method of example 5 from cis-2-pyrrolidin-1-yl-cyclopentylamine (intermediate Q) and 2-cyclopropyl-6-methoxy-4-trifluoromethyl-benzoic acid (intermediate AS).